This data is from the Open Reaction Database (ORD), a public repository of structured organic reaction records. The task is: describe an organic reaction: reactants, conditions, products, and yield Run at temperature 80 celsius. The product is ClC1=NC(=NC(=C1C(=O)OCC)N(CC1=CC=C(C=C1)OC)CCCC(=O)OCC)SC (ethyl 4-chloro-6-((4-ethoxy-4-oxobutyl)(4-methoxybenzyl)amino)-2-(methylthio)pyrimidine-5-carboxylate). The reactants are ClC1=NC(=NC(=C1C(=O)OCC)Cl)SC (ethyl 4,6-dichloro-2-(methylthio)pyrimidine-5-carboxylate), COC1=CC=C(CNCCCC(=O)OCC)C=C1 (ethyl 4-((4-methoxybenzyl)amino)butanoate), CCN(C(C)C)C(C)C (DIPEA). Procedure details: The mixture of ethyl 4,6-dichloro-2-(methylthio)pyrimidine-5-carboxylate (7.9 g, 29.88 mmol) and ethyl 4-((4-methoxybenzyl)amino)butanoate (5 g, 19.92 mmol) in DMF (500 mL) and DIPEA (4.6 g, 35.85 mmol) was heated at 80° C. for 2 h. The reaction mixture was then cooled to room temperature and crushed ice was added. The reaction mixture was extracted with EtOAc (3×100 mL), and the combined EtOAc layer was dried over sodium sulphate, filtered and evaporated under reduced pressure to give a residue... As a reaction SMILES: Cl[C:2]1[C:7]([C:8]([O:10][CH2:11][CH3:12])=[O:9])=[C:6]([Cl:13])[N:5]=[C:4]([S:14][CH3:15])[N:3]=1.[CH3:16][O:17][C:18]1[CH:33]=[CH:32][C:21]([CH2:22][NH:23][CH2:24][CH2:25][CH2:26][C:27]([O:29][CH2:30][CH3:31])=[O:28])=[CH:20][CH:19]=1.CCN(C(C)C)C(C)C>CN(C=O)C>[Cl:13][C:6]1[C:7]([C:8]([O:10][CH2:11][CH3:12])=[O:9])=[C:2]([N:23]([CH2:24][CH2:25][CH2:26][C:27]([O:29][CH2:30][CH3:31])=[O:28])[CH2:22][C:21]2[CH:20]=[CH:19][C:18]([O:17][CH3:16])=[CH:33][CH:32]=2)[N:3]=[C:4]([S:14][CH3:15])[N:5]=1. Run in CN(C)C=O (DMF). The yield is 57.3%.